This data is from the Open Reaction Database (ORD), a public repository of structured organic reaction records. The task is: describe an organic reaction: reactants, conditions, products, and yield Starting materials: O (Water), ClCCCOC1=C(C=C2C(=CC=NC2=C1)OC=1C(=CC2=CC=CC=C2C1)C(=O)OCCC)OC (Propyl 3-[7-(3-chloro-propoxy)-6-methoxy-quinolin-4-yloxy]-naphthalene-2-carboxylate), ClCCCOC1=C(C=C2C(=CC=NC2=C1)OC=1C(=CC2=CC=CC=C2C1)C(=O)OCCC)OC (Propyl 3-[7-(3-chloro-propoxy)-6-methoxy-quinolin-4-yloxy]-naphthalene-2-carboxylate), C([O-])([O-])=O.[K+].[K+] (Potassium carbonate), N1CCOCC1 (morpholine). Solvent: CN(C=O)C (N,N-dimethylformamide). Run at temperature 60 celsius, time 8 hour. The product is COC=1C=C2C(=CC=NC2=CC1OCCCN1CCOCC1)OC=1C(=CC2=CC=CC=C2C1)C(=O)OCCC (Propyl 3-[6-methoxy-7-(3-morpholin-4-yl-propoxy)-quinolin-4-yloxy]-naphthalene-2-carboxylate). Yield: 87.0%. Reaction SMILES: Cl[CH2:2][CH2:3][CH2:4][O:5][C:6]1[CH:15]=[C:14]2[C:9]([C:10]([O:16][C:17]3[C:18]([C:27]([O:29][CH2:30][CH2:31][CH3:32])=[O:28])=[CH:19][C:20]4[C:25]([CH:26]=3)=[CH:24][CH:23]=[CH:22][CH:21]=4)=[CH:11][CH:12]=[N:13]2)=[CH:8][C:7]=1[O:33][CH3:34].C(=O)([O-])[O-].[K+].[K+].[NH:41]1[CH2:46][CH2:45][O:44][CH2:43][CH2:42]1.O>CN(C)C=O>[CH3:34][O:33][C:7]1[CH:8]=[C:9]2[C:14](=[CH:15][C:6]=1[O:5][CH2:4][CH2:3][CH2:2][N:41]1[CH2:46][CH2:45][O:44][CH2:43][CH2:42]1)[N:13]=[CH:12][CH:11]=[C:10]2[O:16][C:17]1[C:18]([C:27]([O:29][CH2:30][CH2:31][CH3:32])=[O:28])=[CH:19][C:20]2[C:25]([CH:26]=1)=[CH:24][CH:23]=[CH:22][CH:21]=2 |f:1.2.3|. Procedure details: Propyl 3-[7-(3-chloro-propoxy)-6-methoxy-quinolin-4-yloxy]-naphthalene-2-carboxylate (compound 325) (110 mg) was dissolved in N,N-dimethylformamide (3 ml) to prepare a solution. Potassium carbonate (317 mg) and morpholine (0.1 ml) were added to the solution, and the mixture was stirred at 60° C. overnight. Water was added to the reaction solution, the mixture was extracted with chloroform, and the chloroform layer was then washed with saturated brine and was dried over anhydrous sodium sulfate. ... The reactants are BrC=1C=C(OC=2C=NC=NC2)C=C(C1)Cl (5-(3-bromo-5-chlorophenoxy)pyrimidine), C(N)(OC(C)(C)C)=O (tert-butyl carbamate), CC(C)([O-])C.[Na+] (sodium tert-butoxide), C(C)(C)(C)P(C1=C(C=CC=C1)C1=C(C=C(C=C1C(C)C)C(C)C)C(C)C)C(C)(C)C (2-di-tert-butylphosphino-2′,4′,6′-triisopropylbiphenyl). Reagents/catalysts: C1=CC=C(C=C1)/C=C/C(=O)/C=C/C2=CC=CC=C2.C1=CC=C(C=C1)/C=C/C(=O)/C=C/C2=CC=CC=C2.C1=CC=C(C=C1)/C=C/C(=O)/C=C/C2=CC=CC=C2.C(Cl)(Cl)Cl.[Pd].[Pd] (Tris(dibenzylideneacetone)dipalladium(0) chloroform adduct). The solvent is C1(=CC=CC=C1)C (toluene). Reaction conditions: time 8 hour. The product is ClC=1C=C(C=C(C1)OC=1C=NC=NC1)NC(OC(C)(C)C)=O (tert-Butyl 3-chloro-5-(pyrimidin-5-yloxy)phenylcarbamate). The yield is 75.0%. Reaction SMILES: Br[C:2]1[CH:3]=[C:4]([CH:12]=[C:13]([Cl:15])[CH:14]=1)[O:5][C:6]1[CH:7]=[N:8][CH:9]=[N:10][CH:11]=1.[C:16](=[O:23])([O:18][C:19]([CH3:22])([CH3:21])[CH3:20])[NH2:17].CC(C)([O-])C.[Na+].C(P(C(C)(C)C)C1C=CC=CC=1C1C(C(C)C)=CC(C(C)C)=CC=1C(C)C)(C)(C)C>C1C=CC(/C=C/C(/C=C/C2C=CC=CC=2)=O)=CC=1.C1C=CC(/C=C/C(/C=C/C2C=CC=CC=2)=O)=CC=1.C1C=CC(/C=C/C(/C=C/C2C=CC=CC=2)=O)=CC=1.C(Cl)(Cl)Cl.[Pd].[Pd].C1(C)C=CC=CC=1>[Cl:15][C:13]1[CH:14]=[C:2]([NH:17][C:16](=[O:23])[O:18][C:19]([CH3:22])([CH3:21])[CH3:20])[CH:3]=[C:4]([O:5][C:6]2[CH:7]=[N:8][CH:9]=[N:10][CH:11]=2)[CH:12]=1 |f:2.3,5.6.7.8.9.10|. Procedure details: Compound 7 (50 mg, 0.17 mmol, 1.0 eq), tert-butyl carbamate (25 mg, 0.21 mmol, 1.2 eq), sodium tert-butoxide (24 mg, 0.25 mmol, 1.4 eq), Tris(dibenzylideneacetone)dipalladium(0) chloroform adduct (5.4 mg, 0.0052 mmol, 0.030 eq), 2-di-tert-butylphosphino-2′,4′,6′-triisopropylbiphenyl (8 mg, 0.02 mmol, 0.09 eq) and toluene (0.65 mL) were added to a round-bottom flask, purged with argon and stirred at room temperature overnight. The reaction was filtered over a plug of celite and the plug was washe... Starting materials: CC(C)[Si](C(C)C)(C(C)C)n1c2c(c3cc(Br)ccc31)CC(N(C)C)CC2, [Li]C(C)(C)C, CON(C)C(=O)c1ccccc1, [Na+], C1CCOC1, [OH-]. Product: CC(C)[Si](C(C)C)(C(C)C)n1c2c(c3cc(C(=O)c4ccccc4)ccc31)CC(N(C)C)CC2. Reaction SMILES: [Br:1][c:2]1[cH:3][c:4]2[c:5]3[c:10]([n:11]([Si:15]([CH:16]([CH3:17])[CH3:18])([CH:19]([CH3:20])[CH3:21])[CH:22]([CH3:23])[CH3:24])[c:12]2[cH:13][cH:14]1)[CH2:9][CH2:8][CH:7]([N:25]([CH3:26])[CH3:27])[CH2:6]3.[C:28]([Li:29])([CH3:30])([CH3:31])[CH3:32].[CH3:33][N:34]([C:35]([c:36]1[cH:37][cH:38][cH:39][cH:40][cH:41]1)=[O:42])[O:43][CH3:44].[Na+:46].[O:47]1[CH2:48][CH2:49][CH2:50][CH2:51]1.[OH-:45]>>[c:2]1([C:35]([c:36]2[cH:37][cH:38][cH:39][cH:40][cH:41]2)=[O:42])[cH:3][c:4]2[c:5]3[c:10]([n:11]([Si:15]([CH:16]([CH3:17])[CH3:18])([CH:19]([CH3:20])[CH3:21])[CH:22]([CH3:23])[CH3:24])[c:12]2[cH:13][cH:14]1)[CH2:9][CH2:8][CH:7]([N:25]([CH3:26])[CH3:27])[CH2:6]3. The reactants are CCS, CCc1nc2ccc(Cl)nn2c1S(N)(=O)=O, Cl, [H-], [H][H], [Na+], CN(C)C=O, O. Yields the product CCSc1ccc2nc(CC)c(S(N)(=O)=O)n2n1. Reaction SMILES: [CH2:3]([CH3:4])[SH:5].[Cl:8][c:9]1[cH:10][cH:11][c:12]2[n:13]([n:14]1)[c:15]([S:20](=[O:21])(=[O:22])[NH2:23])[c:16]([CH2:18][CH3:19])[n:17]2.[ClH:24].[H-:1].[H:6][H:7].[Na+:2].[O:25]=[CH:26][N:27]([CH3:28])[CH3:29].[OH2:30]>>[CH2:3]([CH3:4])[S:5][c:9]1[cH:10][cH:11][c:12]2[n:13]([n:14]1)[c:15]([S:20](=[O:21])(=[O:22])[NH2:23])[c:16]([CH2:18][CH3:19])[n:17]2. Starting materials: ( 10 ), FC(C(=O)O)(F)F.FC(C(=O)O)(F)F.FC(C(=O)O)(F)F.CC1=NC2=CC=CC=C2C(=C1)COC1=CC=C(C(=O)NCC2(C(NC(NC2=O)=O)=O)N2CCNCC2)C=C1 (4-[(2-Methyl-4-quinolinyl)methoxy]-N-{[2,4,6-trioxo-5-(1-piperazinyl)hexahydro-5-pyrimidinyl]methyl}benzamide tris(trifluoroacetate)), C(C)(=O)Cl (acetyl chloride). Yields the product FC(C(=O)O)(F)F.FC(C(=O)O)(F)F.C(C)(=O)N1CCN(CC1)C1(C(NC(NC1=O)=O)=O)CNC(C1=CC=C(C=C1)OCC1=CC(=NC2=CC=CC=C12)C)=O (N-{[5-(4-Acetyl-1-piperazinyl)-2,4,6-trioxohexahydro-5-pyrimidinyl]methyl}-4-[(2-methyl-4-quinolinyl)methoxy]benzamide bis(trifluoroacetate)). Yield: 31.0%. As a reaction SMILES: [F:1][C:2]([F:7])([F:6])[C:3]([OH:5])=[O:4].[F:8][C:9]([F:14])([F:13])[C:10]([OH:12])=[O:11].F[C:16](F)(F)[C:17](O)=[O:18].[CH3:22][C:23]1[CH:32]=[C:31]([CH2:33][O:34][C:35]2[CH:59]=[CH:58][C:38]([C:39]([NH:41][CH2:42][C:43]3([N:52]4[CH2:57][CH2:56][NH:55][CH2:54][CH2:53]4)[C:48](=[O:49])[NH:47][C:46](=[O:50])[NH:45][C:44]3=[O:51])=[O:40])=[CH:37][CH:36]=2)[C:30]2[C:25](=[CH:26][CH:27]=[CH:28][CH:29]=2)[N:24]=1.C(Cl)(=O)C>>[F:1][C:2]([F:7])([F:6])[C:3]([OH:5])=[O:4].[F:8][C:9]([F:14])([F:13])[C:10]([OH:12])=[O:11].[C:17]([N:55]1[CH2:54][CH2:53][N:52]([C:43]2([CH2:42][NH:41][C:39](=[O:40])[C:38]3[CH:37]=[CH:36][C:35]([O:34][CH2:33][C:31]4[C:30]5[C:25](=[CH:26][CH:27]=[CH:28][CH:29]=5)[N:24]=[C:23]([CH3:22])[CH:32]=4)=[CH:59][CH:58]=3)[C:44](=[O:51])[NH:45][C:46](=[O:50])[NH:47][C:48]2=[O:49])[CH2:57][CH2:56]1)(=[O:18])[CH3:16] |f:0.1.2.3,5.6.7|. Procedure: Following a procedure analogous to that used in reaction (10), the material from example 8 was reacted with acetyl chloride to provide the title compound (7 mg, 31%). MS found: (M+H)+=559.5. The reactants are C(C)(=O)OCCCCN1CCCC=2C1=NC(=C(N2)C2=CC=CC=C2)C2=CC=CC=C2 (4-(2,3-Diphenyl-7,8-dihydropyrido[2,3-b]pyrazin-5(6H)-yl)butyl acetate), [OH-].[Li+] (lithium hydroxide). The solvent is C1CCOC1 (THF), O (water), CCOC(=O)C (EtOAc). The product is C1(=CC=CC=C1)C=1N=C2C(=NC1C1=CC=CC=C1)N(CCC2)CCCCO (4-(2,3-Diphenyl-7,8-dihydropyrido[2,3-b]pyrazin-5(6H)-yl)butan-1-ol). RXN SMILES: C([O:4][CH2:5][CH2:6][CH2:7][CH2:8][N:9]1[C:14]2=[N:15][C:16]([C:25]3[CH:30]=[CH:29][CH:28]=[CH:27][CH:26]=3)=[C:17]([C:19]3[CH:24]=[CH:23][CH:22]=[CH:21][CH:20]=3)[N:18]=[C:13]2[CH2:12][CH2:11][CH2:10]1)(=O)C.[OH-].[Li+]>C1COCC1.O.CCOC(C)=O>[C:19]1([C:17]2[N:18]=[C:13]3[CH2:12][CH2:11][CH2:10][N:9]([CH2:8][CH2:7][CH2:6][CH2:5][OH:4])[C:14]3=[N:15][C:16]=2[C:25]2[CH:30]=[CH:29][CH:28]=[CH:27][CH:26]=2)[CH:20]=[CH:21][CH:22]=[CH:23][CH:24]=1 |f:1.2|. Procedure details: To a solution of 4-(2,3-diphenyl-7,8-dihydropyrido[2,3-b]pyrazin-5(6H)-yl)butyl acetate (step 2) (410 mg, 1.021 mmol) in THF (6 ml) and water (3 ml) was added lithium hydroxide (56.9 mg, 2.375 mmol) and the mixture was heated at reflux for 18 h. The reaction mixture was diluted with EtOAc and the combined organic extracts were washed with water (2×), brine, dried (MgSO4), filtered and concentrated in vacuo to afford the title compound; The reactants are COC1=CC=C(CO)C=C1 (4-methoxybenzyl alcohol), CC1(OC(=CC(O1)=O)CC[C@@H]1[C@@H](C(N1)=O)NC(CC1=CC=CC=C1)=O)C ((3S,4R)-4-[(2,2-dimethyl-4H-1,3-dioxin-4-on-6-yl)ethyl]-3-phenylacetamidoazetidin-2-one). Solvent: C1(=CC=CC=C1)C (toluene). Yields the product O=C(CC(=O)OCC1=CC=C(C=C1)OC)CC[C@@H]1[C@@H](C(N1)=O)NC(CC1=CC=CC=C1)=O (4-Methoxybenzyl 3-oxo-5-[(3S,4R)-3-phenylacetamidoazetidin-2-on-4-yl]pentanoate). Isolated yield 74.0%. RXN SMILES: [CH3:1][O:2][C:3]1[CH:10]=[CH:9][C:6]([CH2:7][OH:8])=[CH:5][CH:4]=1.CC1(C)[O:17][C:16](=O)[CH:15]=[C:14]([CH2:19][CH2:20][C@H:21]2[NH:24][C:23](=[O:25])[C@H:22]2[NH:26][C:27](=[O:35])[CH2:28][C:29]2[CH:34]=[CH:33][CH:32]=[CH:31][CH:30]=2)[O:13]1>C1(C)C=CC=CC=1>[O:13]=[C:14]([CH2:19][CH2:20][C@H:21]1[NH:24][C:23](=[O:25])[C@H:22]1[NH:26][C:27](=[O:35])[CH2:28][C:29]1[CH:30]=[CH:31][CH:32]=[CH:33][CH:34]=1)[CH2:15][C:16]([O:8][CH2:7][C:6]1[CH:9]=[CH:10][C:3]([O:2][CH3:1])=[CH:4][CH:5]=1)=[O:17]. Procedure: A solution of 4-methoxybenzyl alcohol (1.50 g, 10.87 mmol) in toluene (6 ml) was added to a solution of (3S,4R)-4-[(2,2-dimethyl-4H-1,3-dioxin-4-on-6-yl)ethyl]-3-phenylacetamidoazetidin-2-one (3.86 g, 10.78 mmol) and heated to reflux for 1.5 h. The reaction mixture was concentrated in vacuo and the residue triturated with toluene to give the title compound (3.50 g, 75%) as a crude product; νmax (CH2Cl2) 3412, 1772, 1747, 1717, 1684 and 1514 cm-1 ; δH (CDCl3) 1.63 (2H, m), 2.39 (2H, t, J7.0 Hz), ...